From a dataset of the Open Reaction Database (ORD), a public repository of structured organic reaction records. describe an organic reaction: reactants, conditions, products, and yield RXN SMILES: [OH:1][C:2]([C:30]1[CH:31]=[C:32]2[C:37](=[CH:38][CH:39]=1)[CH:36]=[C:35]([C:40](OC)=[O:41])[CH:34]=[CH:33]2)([C:6]1[N:7]=[CH:8][N:9](C(C2C=CC=CC=2)(C2C=CC=CC=2)C2C=CC=CC=2)[CH:10]=1)[CH:3]([CH3:5])[CH3:4].OC(C1C=C2C(=CC=1)C=C(C(O)=O)C=C2)(C1N=CN(C(C2C=CC=CC=2)(C2C=CC=CC=2)C2C=CC=CC=2)C=1)C(C)C.Cl.[CH2:87]([O:89][C:90](=[O:93])[CH2:91][NH2:92])[CH3:88]>>[OH:1][C:2]([C:30]1[CH:31]=[C:32]2[C:37](=[CH:38][CH:39]=1)[CH:36]=[C:35]([C:40]([NH:92][CH2:91][C:90]([O:89][CH2:87][CH3:88])=[O:93])=[O:41])[CH:34]=[CH:33]2)([C:6]1[N:7]=[CH:8][NH:9][CH:10]=1)[CH:3]([CH3:5])[CH3:4] |f:2.3|. The reactants are OC(C(C)C)(C=1N=CN(C1)C(C1=CC=CC=C1)(C1=CC=CC=C1)C1=CC=CC=C1)C=1C=C2C=CC(=CC2=CC1)C(=O)OC (methyl 6-(1-hydroxy-2-methyl-1-(1-trityl-1H-imidazol-4-yl)propyl)-2-naphthoate), OC(C(C)C)(C=1N=CN(C1)C(C1=CC=CC=C1)(C1=CC=CC=C1)C1=CC=CC=C1)C=1C=C2C=CC(=CC2=CC1)C(=O)O (6-(1-hydroxy-2-methyl-1-(1-trityl-1H-imidazol-4-yl)propyl)-2-naphthoic acid), Cl.C(C)OC(CN)=O (glycine ethyl ester hydrochloride). Product: OC(C(C)C)(C=1N=CNC1)C=1C=C2C=CC(=CC2=CC1)C(=O)NCC(=O)OCC (Ethyl [[6-(1-Hydroxy-1-(1H-imidazol-4-yl)-2-methylpropyl)-2-naphthoyl]amino]acetate). Procedure: In a manner to that described in Example 9-(i), methyl 6-(1-hydroxy-2-methyl-1-(1-trityl-1H-imidazol-4-yl)propyl)-2-naphthoate (533 mg) was converted to 6-(1-hydroxy-2-methyl-1-(1-trityl-1H-imidazol-4-yl)propyl)-2-naphthoic acid, which was reacted with glycine ethyl ester hydrochloride (242 mg) in a similar manner as described in Example 24-(i) to give the titled compound (600 mg) as a colorless powder. The yield is 161.3%.